From a dataset of the Open Reaction Database (ORD), a public repository of structured organic reaction records. describe an organic reaction: reactants, conditions, products, and yield Reactants: C(C)OC1=C(C=O)C=CC=C1 (2-ethoxybenzaldehyde), NC1=NNC=C1 (3-aminopyrazole), O=C(CC(=O)OCC)CCC (ethyl 3-ketohexanoate). Product: C(C)OC1=C(C=CC=C1)C1C=2C(NC(=C1C(=O)OCC)CCC)=NNC2 (Ethyl 4-(2-ethoxyphenyl)-4,7-dihydro-6-propyl-2H-pyrazolo[3,4-b]pyridine-5-carboxylate). Reaction SMILES: [CH2:1]([O:3][C:4]1[CH:11]=[CH:10][CH:9]=[CH:8][C:5]=1[CH:6]=O)[CH3:2].[NH2:12][C:13]1[CH:17]=[CH:16][NH:15][N:14]=1.O=[C:19]([CH2:26][CH2:27][CH3:28])[CH2:20][C:21]([O:23][CH2:24][CH3:25])=[O:22]>>[CH2:1]([O:3][C:4]1[CH:11]=[CH:10][CH:9]=[CH:8][C:5]=1[CH:6]1[C:20]([C:21]([O:23][CH2:24][CH3:25])=[O:22])=[C:19]([CH2:26][CH2:27][CH3:28])[NH:12][C:13]2=[N:14][NH:15][CH:16]=[C:17]12)[CH3:2]. Procedure: The title compound was prepared from 2-ethoxybenzaldehyde, 3-aminopyrazole and ethyl 3-ketohexanoate in the same manner as in Example 25. Reactants: aqueous solution, [OH-].[Na+] (sodium hydroxide), BrCCCCl (1-bromo-3-chloropropane), aqueous solution, [OH-].[Na+] (sodium hydroxide), Cl.Cl.N1=NC(=CC=C1)CSC(N)=N (2-(pyridazin-3-ylmethyl)-isothiourea dihydrochloride). Run in O (water). Reaction conditions: temperature 75 celsius, time 15 hour. Product: ClCCCSCC=1N=NC=CC1 (Pyridazin-3-ylmethyl 3-chloropropyl sulphide). Yield: 67.5%. Reaction SMILES: [OH-].[Na+].Cl.Cl.[N:5]1[CH:10]=[CH:9][CH:8]=[C:7]([CH2:11][S:12][C:13](=N)N)[N:6]=1.BrC[CH2:18][CH2:19][Cl:20]>O>[Cl:20][CH2:19][CH2:18][CH2:13][S:12][CH2:11][C:7]1[N:6]=[N:5][CH:10]=[CH:9][CH:8]=1 |f:0.1,2.3.4|. Reported procedure: A 10 N aqueous solution of sodium hydroxide (84 cc) is added dropwise, in the course of 10 minutes and whilst keeping the temperature below 18° C., to a solution of 2-(pyridazin-3-ylmethyl)-isothiourea dihydrochloride (106 g) in distilled water (220 cc). After heating for 20 minutes at 75° C. and then cooling to 10° C., a 10 N aqueous solution of sodium hydroxide (50 cc) and then 1-bromo-3-chloropropane (69 g) are added, whilst stirring, and stirring is continued for 15 hours at a temperature of... Reactants: C(C1=CC=CC=C1)N1CC(C(CC1)=NO)C (1-benzyl-3-methyl-piperidin-4-one oxime), [H-].[H-].[H-].[H-].[Li+].[Al+3] (LAH). The solvent is C1CCOC1 (THF). Run at temperature 50 celsius, time 8 hour. Product: crude mixture, C(C1=CC=CC=C1)N1CC(C(CC1)N)C (1-Benzyl-3-methyl-piperidin-4-ylamine). Reaction SMILES: [CH2:1]([N:8]1[CH2:13][CH2:12][C:11](=[N:14]O)[CH:10]([CH3:16])[CH2:9]1)[C:2]1[CH:7]=[CH:6][CH:5]=[CH:4][CH:3]=1.[H-].[H-].[H-].[H-].[Li+].[Al+3]>C1COCC1>[CH2:1]([N:8]1[CH2:13][CH2:12][CH:11]([NH2:14])[CH:10]([CH3:16])[CH2:9]1)[C:2]1[CH:3]=[CH:4][CH:5]=[CH:6][CH:7]=1 |f:1.2.3.4.5.6|. Reported procedure: To a 25° C. solution of 1-benzyl-3-methyl-piperidin-4-one oxime in anhydrous THF (20 mL) was added LAH (1.0 M solution THF), (15 mL, 15 mmol). After being stirred at 50° C. overnight, the resultant mixture was quenched with 20% KOH solution. The aqueous layer was extracted with CH2Cl2. The organic extracts were combined, washed with brine and dried over MgSO4. The solution was filtered and concentrated in vacuo to give the crude mixture ((±)-cis:(±)-trans=1:1) 1-benzyl-3-methyl-piperidin-4-ylami... Reaction SMILES: C([O:8][C@H:9]1[CH2:26][CH2:25][C@@:24]2([CH3:27])[C:11](=[CH:12][CH2:13][C@@H:14]3[C@@H:23]2[CH2:22][CH2:21][C@@:19]2([CH3:20])[C@H:15]3[CH2:16][CH2:17][C:18]2=[O:28])[CH2:10]1)C1C=CC=CC=1.C(N([CH2:38][CH3:39])C(F)(F)C(Cl)F)C>>[OH:8][C@H:9]1[CH2:26][CH2:25][C@@:24]2([CH3:27])[C:11](=[CH:12][C@H:13]([CH:38]=[CH2:39])[C@@H:14]3[C@@H:23]2[CH2:22][CH2:21][C@@:19]2([CH3:20])[C@H:15]3[CH2:16][CH2:17][C:18]2=[O:28])[CH2:10]1. The reactants are C(C1=CC=CC=C1)O[C@@H]1CC2=CC[C@H]3[C@@H]4CCC([C@@]4(C)CC[C@@H]3[C@]2(CC1)C)=O (3β-benzyloxy-5-androsten-17-one), C(C)N(C(C(F)Cl)(F)F)CC (diethyl (2-chloro-1,1,2-trifluoroethyl)amine). Yields the product O[C@@H]1CC2=C[C@@H]([C@H]3[C@@H]4CCC([C@@]4(C)CC[C@@H]3[C@]2(CC1)C)=O)C=C (3β-hydroxy-7β-ethenyl-5-androsten-17-one). Reported procedure: Reaction of 3β,16α-dihydroxyandrost-5-en-17-one 3β-acetate 1 with a fluorinating agent such as diethyl (2-chloro-1,1,2-trifluoroethyl)amine affords 16α-fluoro-3β-hydroxyandrost-5-en-17-one 3-acetate 3. Hydrolysis of the ester with aqueous acid yields 16α-fluoro-3β-hydroxyandrost-5-en-17-one, 2a. ##STR47##